The task is: describe an organic reaction: reactants, conditions, products, and yield. This data is from the Open Reaction Database (ORD), a public repository of structured organic reaction records. The reactants are [F-].C(CCC)[N+](CCCC)(CCCC)CCCC (tetrabutylammonium fluoride), [Si](C)(C)(C(C)(C)C)OCC=1C=C(COC=2C=C(C=CC2)CCCCC(C)(O)C)C=CC1CO[Si](C)(C)C(C)(C)C (6-{3-[3,4-bis-(tert-butyldimethylsilanyloxymethyl)benzyloxy]phenyl}-2-methylhexan-2-ol). The solvent is C1CCOC1 (THF), C1CCOC1 (THF). The product is OCC=1C=C(COC=2C=C(C=CC2)CCCCC(C)(O)C)C=CC1CO (6-[3-(3,4-bis-Hydroxymethylbenzyloxy)phenyl]-2-methylhexan-2-ol). As a reaction SMILES: [F-].C([N+](CCCC)(CCCC)CCCC)CCC.[Si]([O:26][CH2:27][C:28]1[CH:29]=[C:30]([CH:47]=[CH:48][C:49]=1[CH2:50][O:51][Si](C(C)(C)C)(C)C)[CH2:31][O:32][C:33]1[CH:34]=[C:35]([CH2:39][CH2:40][CH2:41][CH2:42][C:43]([CH3:46])([OH:45])[CH3:44])[CH:36]=[CH:37][CH:38]=1)(C(C)(C)C)(C)C>C1COCC1>[OH:26][CH2:27][C:28]1[CH:29]=[C:30]([CH:47]=[CH:48][C:49]=1[CH2:50][OH:51])[CH2:31][O:32][C:33]1[CH:34]=[C:35]([CH2:39][CH2:40][CH2:41][CH2:42][C:43]([CH3:46])([OH:45])[CH3:44])[CH:36]=[CH:37][CH:38]=1 |f:0.1|. Procedure details: In a manner similar to Example 3(I), by reacting 2 ml of tetrabutylammonium fluoride 1M/THF with 490 mg (0.83 mmol) of 6-{3-[3,4-bis-(tert-butyldimethylsilanyloxymethyl)benzyloxy]phenyl}-2-methylhexan-2-ol in 15 ml of THF, after purification on a silica column (ethyl acetate 90-heptane 10), a yellow oil (m=196 mg; Y=66%) is obtained. Starting materials: C(C1=CC=CC=C1)(C1=CC=CC=C1)[C@@H]1CC[C@@H](CO1)N (Cis-(6-benzhydryl-tetrahydropyran-3-yl)-amine), ClC=1C=C(C=O)C=CC1Cl (3,4-dichlorobenzaldehyde), C(C)(=O)O (acetic acid), [BH3-]C#N.[Na+] (NaCNBH3). Run in ClCCCl (1,2-dichloroethane), CO (methanol). The product is C(C1=CC=CC=C1)(C1=CC=CC=C1)[C@@H]1CC[C@@H](CO1)NCC1=CC(=C(C=C1)Cl)Cl (Cis-(6-benzhydryl-tetrahydropyran-3-yl)-(3,4-dichloro-benzyl)-amine). Yield: 74.1%. Reaction SMILES: [CH:1]([C@H:14]1[O:19][CH2:18][C@@H:17]([NH2:20])[CH2:16][CH2:15]1)([C:8]1[CH:13]=[CH:12][CH:11]=[CH:10][CH:9]=1)[C:2]1[CH:7]=[CH:6][CH:5]=[CH:4][CH:3]=1.[Cl:21][C:22]1[CH:23]=[C:24]([CH:27]=[CH:28][C:29]=1[Cl:30])[CH:25]=O.C(O)(=O)C.[BH3-]C#N.[Na+]>ClCCCl.CO>[CH:1]([C@H:14]1[O:19][CH2:18][C@@H:17]([NH:20][CH2:25][C:24]2[CH:27]=[CH:28][C:29]([Cl:30])=[C:22]([Cl:21])[CH:23]=2)[CH2:16][CH2:15]1)([C:8]1[CH:13]=[CH:12][CH:11]=[CH:10][CH:9]=1)[C:2]1[CH:3]=[CH:4][CH:5]=[CH:6][CH:7]=1 |f:3.4|. Reported procedure: Trans-5-amino-2-diphenylmethyl-tetrahydropyran 15 (0.1 g, 0.38 mmol) was reacted with 3,4-dichlorobenzaldehyde (0.066 g, 0.38 mmol) in the presence of glacial acetic acid (0.023 g, 0.38 mmol) in 1,2-dichloroethane (20 ml), and NaCNBH3 (0.03 g, 0.45 mmol) in methanol (5 ml) (Procedure D) to give compound 16i (0.12 g, 75%) as an oil.